From a dataset of the Open Reaction Database (ORD), a public repository of structured organic reaction records. describe an organic reaction: reactants, conditions, products, and yield Reaction SMILES: [Br:1][CH2:2][c:3]1[c:4]([CH:5]=[O:6])[cH:7][cH:8][cH:9][cH:10]1.[CH3:11][O:12][C:13]([CH2:14][c:15]1[cH:16][c:17]([I:22])[c:18]([OH:21])[cH:19][cH:20]1)=[O:23].[CH3:30][C:31]#[N:32].[CH3:33][c:34]1[cH:35][cH:36][cH:37][cH:38][cH:39]1.[CH3:41][C:42]([CH3:43])=[O:44].[K+:24].[K+:25].[O-:26][C:27]([O-:28])=[O:29].[OH2:40]>>[CH2:2]([c:3]1[c:4]([CH:5]=[O:6])[cH:7][cH:8][cH:9][cH:10]1)[O:21][c:18]1[c:17]([I:22])[cH:16][c:15]([CH2:14][C:13]([O:12][CH3:11])=[O:23])[cH:20][cH:19]1. Reactants: O=Cc1ccccc1CBr, COC(=O)Cc1ccc(O)c(I)c1, CC#N, Cc1ccccc1, CC(C)=O, [K+], [K+], O=C([O-])[O-], O. The product is COC(=O)Cc1ccc(OCc2ccccc2C=O)c(I)c1. Starting materials: N1CCC(CC1)C1=NOC2=C1C=CC=C2 (3-(4-piperidyl)-1,2-benzisoxazole), CN(CCCl)C (2-dimethylaminoethyl chloride), [I-].[K+] (potassium iodide), C([O-])([O-])=O.[K+].[K+] (potassium carbonate), C(\C=C\C(=O)O)(=O)O (fumaric acid). Run in C(CCC)O (butanol), C(C)#N (acetonitrile). Conditions: time 2 hour. The product is C(\C=C\C(=O)O)(=O)O.C(\C=C\C(=O)O)(=O)O.CN(CCN1CCC(CC1)C1=NOC2=C1C=CC=C2)C (3-[1-(2-Dimethylaminoethyl)-4-piperidyl]-1,2-benzisoxazole difumarate). The yield is 31.6%. As a reaction SMILES: [NH:1]1[CH2:6][CH2:5][CH:4]([C:7]2[C:11]3[CH:12]=[CH:13][CH:14]=[CH:15][C:10]=3[O:9][N:8]=2)[CH2:3][CH2:2]1.[CH3:16][N:17]([CH3:21])[CH2:18][CH2:19]Cl.[I-].[K+].C(=O)([O-])[O-].[K+].[K+].[C:30]([OH:37])(=[O:36])/[CH:31]=[CH:32]/[C:33]([OH:35])=[O:34]>C(O)CCC.C(#N)C>[C:30]([OH:37])(=[O:36])/[CH:31]=[CH:32]/[C:33]([OH:35])=[O:34].[C:30]([OH:37])(=[O:36])/[CH:31]=[CH:32]/[C:33]([OH:35])=[O:34].[CH3:16][N:17]([CH3:21])[CH2:18][CH2:19][N:1]1[CH2:2][CH2:3][CH:4]([C:7]2[C:11]3[CH:12]=[CH:13][CH:14]=[CH:15][C:10]=3[O:9][N:8]=2)[CH2:5][CH2:6]1 |f:2.3,4.5.6,10.11.12|. Procedure: A suspension of 4.5 g of 3-(4-piperidyl)-1,2-benzisoxazole, 2.6 g of 2-dimethylaminoethyl chloride, 3.0 g of potassium iodide and 5.0 g of potassium carbonate in 100 ml of butanol was heated under reflux for 2 hrs, cooled to room temperature and filtered. The filtrate was washed with water and extracted with ether (3 times). The ether extracts were dried over anhydrous sodium sulfate and the solvent was removed under reduced pressure to give an oil. The oil was dissolved in 10 ml of acetonitrile... Conditions: temperature 40 celsius, time 16 hour. The reagents and catalysts are [I-].C(CCC)[N+](CCCC)(CCCC)CCCC (tetrabutylammonium iodide). The solvent is C1=CC=CC=C1 (benzene), C1=CC=CC=C1 (benzene), O (H2O). Reported procedure: To a solution of 47b (2.74 g, 10.9 mmol) in benzene (59 mL) was added aqueous sodium hydroxide (50% by mass, 5.9 mL), tetrabutylammonium iodide (289 mg, 0.78 mmol), and iodomethane (5.42 mL, 87.1 mmol). The reaction mixture was stirred vigorously at 40° C. for 16 hours and then cooled to room temperature. The mixture was diluted with benzene (20 mL) and H2O (20 mL), and the aqueous layer was extracted 2×20 mL ethyl acetate. Organic layers were combined, washed 1×25 mL H2O, dried over anhydrous m... Yields the product FC=1C=C2CC3=C(N(C=4C=C(C=C(C34)C)C)C)C2=CC1 (2-fluoro-5,7,9-trimethyl-5,10-dihydroindeno[1,2-b]indole). Reaction SMILES: [F:1][C:2]1[CH:19]=[C:18]2[C:5]([CH2:6][C:7]3[C:15]4[C:14]([CH3:16])=[CH:13][C:12]([CH3:17])=[CH:11][C:10]=4[NH:9][C:8]=32)=[CH:4][CH:3]=1.[OH-].[Na+].I[CH3:23]>C1C=CC=CC=1.[I-].C([N+](CCCC)(CCCC)CCCC)CCC.O>[F:1][C:2]1[CH:19]=[C:18]2[C:5](=[CH:4][CH:3]=1)[C:6]1[N:9]([CH3:23])[C:10]3[CH:11]=[C:12]([CH3:17])[CH:13]=[C:14]([CH3:16])[C:15]=3[C:7]=1[CH2:8]2 |f:1.2,5.6|. The yield is 39.0%. Reactants: FC1=CC=C2CC3=C(NC=4C=C(C=C(C34)C)C)C2=C1 (3-fluoro-7,9-dimethyl-5,10-dihydroindeno[1,2-b]indole), [OH-].[Na+] (sodium hydroxide), IC (iodomethane). Reactants: COC=1C=C(C=CC(=O)O)C=CC1C(=O)OC (3-methoxy-4-methoxycarbonylcinnamic acid). The reagents and catalysts are [C].[Pd] (palladium-carbon). The solvent is C(C)(=O)O (acetic acid). Yields the product COC=1C=C(C=CC1C(=O)OC)CCC(=O)O (3-(3-methoxy-4-methoxycarbonylphenyl)propionic acid). Isolated yield 89.1%. Reaction SMILES: [CH3:1][O:2][C:3]1[CH:4]=[C:5]([CH:11]=[CH:12][C:13]=1[C:14]([O:16][CH3:17])=[O:15])[CH:6]=[CH:7][C:8]([OH:10])=[O:9]>C(O)(=O)C.[C].[Pd]>[CH3:1][O:2][C:3]1[CH:4]=[C:5]([CH2:6][CH2:7][C:8]([OH:10])=[O:9])[CH:11]=[CH:12][C:13]=1[C:14]([O:16][CH3:17])=[O:15] |f:2.3|. Reported procedure: To a suspension of 3-methoxy-4-methoxycarbonylcinnamic acid (8.35 g) in acetic acid (200 ml) is added 10% palladium-carbon (1.0 g), and the mixture is subjected to hydrogenation at room temperature. The catalyst is removed by filtration, and the filtrate is concentrated under reduced pressure. The residue is crystallized from diethyl ether-n-hexane to give 3-(3-methoxy-4-methoxycarbonylphenyl)propionic acid (7.5 g).